From a dataset of the Open Reaction Database (ORD), a public repository of structured organic reaction records. describe an organic reaction: reactants, conditions, products, and yield Procedure: This compound was prepared according to Example 3, starting with 1-phthalazine acetic acid, 3-[2-[N-[2-bromo-5-(trifluoromethyl) phenyl]amino]-2-thioxoethyl]-3,4-dihydro-4-oxo-, ethyl ester (0.15 g) [the final product of Example 5]. The title compound melted at 176°-177° C. (yield, 0.12 g) . Reaction SMILES: C1(CC(O)=O)C2C(=CC=CC=2)C=NN=1.C([O:17][C:18](=[O:46])[CH2:19][C:20]1[C:29]2[C:24](=[CH:25][CH:26]=[CH:27][CH:28]=2)[C:23](=[O:30])[N:22]([CH2:31][C:32]([NH:34][C:35]2[CH:40]=[C:39]([C:41]([F:44])([F:43])[F:42])[CH:38]=[CH:37][C:36]=2[Br:45])=[S:33])[N:21]=1)C>>[Br:45][C:36]1[CH:37]=[CH:38][C:39]([C:41]([F:44])([F:42])[F:43])=[CH:40][C:35]=1[NH:34][C:32](=[S:33])[CH2:31][N:22]1[C:23](=[O:30])[C:24]2[C:29](=[CH:28][CH:27]=[CH:26][CH:25]=2)[C:20]([CH2:19][C:18]([OH:46])=[O:17])=[N:21]1. Reactants: C1(=NN=CC2=CC=CC=C12)CC(=O)O (1-phthalazine acetic acid), ethyl ester, C(C)OC(CC1=NN(C(C2=CC=CC=C12)=O)CC(=S)NC1=C(C=CC(=C1)C(F)(F)F)Br)=O (3-[2-[N-[2-Bromo-5-(trifluoromethyl)phenyl]amino]2-thioxoethyl]-3, 4-dihydro-4-oxo-1-phthalazineacetic acid ethyl ester). Product: BrC1=C(C=C(C=C1)C(F)(F)F)NC(CN1N=C(C2=CC=CC=C2C1=O)CC(=O)O)=S (3-[2-[N-[2-Bromo-5-(trifluoromethyl)-phenyl]amino]-2-thioxoethyl]-3, 4-dihydro-4-oxo-1-phthalazinacetic acid). Starting materials: CC(C)(C)OC(=O)N1CC2CN(c3ccc4c(c3)-c3ccccc3S4(=O)=O)CC21, ClCCl, O=C(O)C(F)(F)F. Product: O=S1(=O)c2ccccc2-c2cc(N3CC4CNC4C3)ccc21. Reaction SMILES: [C:1]([O:2][C:3]([CH3:4])([CH3:5])[CH3:6])(=[O:7])[N:8]1[CH:9]2[CH2:10][N:11]([c:15]3[cH:16][c:17]4[c:18]([cH:28][cH:29]3)[S:19](=[O:26])(=[O:27])[c:20]3[c:21]-4[cH:22][cH:23][cH:24][cH:25]3)[CH2:12][CH:13]2[CH2:14]1.[Cl:37][CH2:38][Cl:39].[OH:30][C:31]([C:32]([F:33])([F:34])[F:35])=[O:36]>>[NH:8]1[CH:9]2[CH2:10][N:11]([c:15]3[cH:16][c:17]4[c:18]([cH:28][cH:29]3)[S:19](=[O:26])(=[O:27])[c:20]3[c:21]-4[cH:22][cH:23][cH:24][cH:25]3)[CH2:12][CH:13]2[CH2:14]1. Reactants: C(#N)CCO[C@@H]1CN(CC1)C(=O)OC(C)(C)C ((3S)-3-(2-cyanoethoxy)-1-pyrrolidinecarboxylic acid, 1,1-dimethylethyl ester), FC(C(=O)O)(F)F (trifluoroacetic acid). The solvent is ClCCl (dichloromethane). Reaction conditions: time 30 minute. Product: N (ammonia), N1C[C@H](CC1)OCCC#N (3-[(3S)-3-Pyrrolidinyloxy]-propanenitrile). Yield: 120.0%. Reaction SMILES: [C:1]([CH2:3][CH2:4][O:5][C@H:6]1[CH2:10][CH2:9][N:8](C(OC(C)(C)C)=O)[CH2:7]1)#[N:2].FC(F)(F)C(O)=O>ClCCl>[NH3:2].[NH:8]1[CH2:9][CH2:10][C@H:6]([O:5][CH2:4][CH2:3][C:1]#[N:2])[CH2:7]1. Procedure: To a stirred solution of (3S)-3-(2-cyanoethoxy)-1-pyrrolidinecarboxylic acid, 1,1-dimethylethyl ester (Example 107(a)) (1 g) in dichloromethane (10 mL) was added trifluoroacetic acid (3 mL). The mixture was stirred at room temperature for 30 minutes and then concentrated. Purification (Varian SCX cartridge, using methanol and then 10% ammonia in methanol as eluant) gave the sub-title compound (350 mg). Reactants: [BH4-].[Li+] (lithium borohydride), C(C)OC(=O)C=1C(=NOC1C(O[SiH2]C(C)(C)C)(C)C)C1=CC=CC=C1 (5-(tert-Butyl-dimethyl-silanyloxymethyl)-3-phenyl-isoxazole-4-carboxylic acid ethyl ester), [C@@H]([C@H](C(=O)[O-])O)(C(=O)[O-])O.[Na+].[K+] (Seignette salt). The solvent is C1CCOC1 (THF). Reaction conditions: time 1 hour. The product is C(C)(C)(C)[SiH2]OC(C1=C(C(=NO1)C1=CC=CC=C1)CO)(C)C ([5-(tert-Butyl-dimethyl-silanyloxymethyl)-3-phenyl-isoxazol-4-yl]-methanol). Isolated yield 40.5%. RXN SMILES: C([O:3][C:4]([C:6]1[C:7]([C:20]2[CH:25]=[CH:24][CH:23]=[CH:22][CH:21]=2)=[N:8][O:9][C:10]=1[C:11]([CH3:19])([CH3:18])[O:12][SiH2:13][C:14]([CH3:17])([CH3:16])[CH3:15])=O)C.[BH4-].[Li+].[C@H](O)(C([O-])=O)[C@@H](O)C([O-])=O.[Na+].[K+]>C1COCC1>[C:14]([SiH2:13][O:12][C:11]([CH3:19])([CH3:18])[C:10]1[O:9][N:8]=[C:7]([C:20]2[CH:21]=[CH:22][CH:23]=[CH:24][CH:25]=2)[C:6]=1[CH2:4][OH:3])([CH3:17])([CH3:15])[CH3:16] |f:1.2,3.4.5|. Reported procedure: 5-(tert-Butyl-dimethyl-silanyloxymethyl)-3-phenyl-isoxazole-4-carboxylic acid ethyl ester (12.2 g, 34 mmol) was dissolved in THF (200 mL), lithium borohydride (1.47 g, 67 mmol) was added and the reaction mixture was heated under reflux overnight. After cooling to room temperature aqueous saturated Seignette salt solution was added and the mixture was stirred for 1 h. After extractive workup (ethyl acetate/diethylether) the organic phase was dried over sodium sulfate, filtered and concentrated. C... Reactants: CO, COC(=O)C(C)OC(=O)CN1C(=S)C(C(C)C)Oc2c(C(C)C)cccc21. The product is CC(C)c1cccc2c1OC(C(C)C)C(=S)N2CC(=O)O. Reaction SMILES: [CH3:28][OH:29].[CH:1]([CH3:2])([CH3:3])[CH:4]1[O:5][c:6]2[c:7]([cH:21][cH:22][cH:23][c:24]2[CH:25]([CH3:26])[CH3:27])[N:8]([CH2:11][C:12](=[O:13])[O:14][CH:15]([CH3:16])[C:17]([O:18][CH3:19])=[O:20])[C:9]1=[S:10]>>[CH:1]([CH3:2])([CH3:3])[CH:4]1[O:5][c:6]2[c:7]([cH:21][cH:22][cH:23][c:24]2[CH:25]([CH3:26])[CH3:27])[N:8]([CH2:11][C:12](=[O:13])[OH:14])[C:9]1=[S:10].